From a dataset of the Open Reaction Database (ORD), a public repository of structured organic reaction records. describe an organic reaction: reactants, conditions, products, and yield Reactants: CCCOC(=O)N(Cc1ccc(-c2ccccc2-c2nnn[nH]2)cc1)C(C(=O)OCc1ccccc1)C(C)C, CCCOC(=O)N(Cc1ccc(-c2ccccc2C#N)cc1)C(C(=O)OCc1ccccc1)C(C)C, CCCC[Sn](CCCC)(CCCC)N=[N+]=[N-]. Yields the product CCCOC(=O)N(Cc1ccc(-c2ccccc2-c2nnn[nH]2)cc1)C(C(=O)O)C(C)C. RXN SMILES: [CH2:1]([c:2]1[cH:3][cH:4][cH:5][cH:6][cH:7]1)[O:8][C:9]([CH:10]([N:11]([CH2:12][c:13]1[cH:14][cH:15][c:16](-[c:19]2[c:20](-[c:25]3[n:26][n:27][n:28][nH:29]3)[cH:21][cH:22][cH:23][cH:24]2)[cH:17][cH:18]1)[C:30](=[O:31])[O:32][CH2:33][CH2:34][CH3:35])[CH:36]([CH3:37])[CH3:38])=[O:39].[CH2:40]([O:41][C:42](=[O:43])[CH:44]([CH:45]([CH3:46])[CH3:47])[N:48]([C:49]([O:50][CH2:51][CH2:52][CH3:53])=[O:54])[CH2:55][c:56]1[cH:57][cH:58][c:59](-[c:60]2[cH:61][cH:62][cH:63][cH:64][c:65]2[C:66]#[N:67])[cH:68][cH:69]1)[c:70]1[cH:71][cH:72][cH:73][cH:74][cH:75]1.[CH2:76]([Sn:77]([N:78]=[N+:79]=[N-:80])([CH2:81][CH2:82][CH2:83][CH3:84])[CH2:85][CH2:86][CH2:87][CH3:88])[CH2:89][CH2:90][CH3:91]>>[O:8]=[C:9]([CH:10]([N:11]([CH2:12][c:13]1[cH:14][cH:15][c:16](-[c:19]2[c:20](-[c:25]3[nH:26][n:27][n:28][n:29]3)[cH:21][cH:22][cH:23][cH:24]2)[cH:17][cH:18]1)[C:30](=[O:31])[O:32][CH2:33][CH2:34][CH3:35])[CH:36]([CH3:37])[CH3:38])[OH:39].